From a dataset of the Open Reaction Database (ORD), a public repository of structured organic reaction records. describe an organic reaction: reactants, conditions, products, and yield Reactants: NC1=CC=C(C=CC(=O)OCC)C=C1 (ethyl p-aminocinnamate), BrC=CCCCCCCCCCCCCCC (1-bromohexadecene), C([O-])([O-])=O.[K+].[K+] (potassium carbonate). The solvent is CN(P(=O)(N(C)C)N(C)C)C (hexamethylphosphoramide), O (water). Reaction conditions: temperature 60 celsius. The product is C(CCCCCCCCCCCCCCC)NC1=CC=C(C=CC(=O)OCC)C=C1 (ethyl 4-hexadecylaminocinnamate). Reaction SMILES: [NH2:1][C:2]1[CH:14]=[CH:13][C:5]([CH:6]=[CH:7][C:8]([O:10][CH2:11][CH3:12])=[O:9])=[CH:4][CH:3]=1.Br[CH:16]=[CH:17][CH2:18][CH2:19][CH2:20][CH2:21][CH2:22][CH2:23][CH2:24][CH2:25][CH2:26][CH2:27][CH2:28][CH2:29][CH2:30][CH3:31].C(=O)([O-])[O-].[K+].[K+]>CN(C)P(N(C)C)(N(C)C)=O.O>[CH2:31]([NH:1][C:2]1[CH:3]=[CH:4][C:5]([CH:6]=[CH:7][C:8]([O:10][CH2:11][CH3:12])=[O:9])=[CH:13][CH:14]=1)[CH2:30][CH2:29][CH2:28][CH2:27][CH2:26][CH2:25][CH2:24][CH2:23][CH2:22][CH2:21][CH2:20][CH2:19][CH2:18][CH2:17][CH3:16] |f:2.3.4|. Procedure: A mixture of ethyl p-aminocinnamate, one equivalent of 1-bromohexadecene, one equivalent of anhydrous potassium carbonate in hexamethylphosphoramide is heated for 20 hours at 60° C. The mixture is then cooled, diluted with water and extracted with ether. The combined ether extracts are dried, filtered and evaporated to provide ethyl 4-hexadecylaminocinnamate. The ester is hydrolyzed with sodium hydroxide in a 1:1 water:ethanol solution at steam bath temperature for 10 hours. The hot solution is ... The reactants are N1(CCOCC1)CCN1C(NC2=C1C=CC(=C2)B2OC(C(O2)(C)C)(C)C)=O (1-(2-morpholin-4-yl-ethyl)-5-(4,4,5,5-tetramethyl-[1,3,2]dioxaborolan-2-yl)-1,3-dihydro-benzoimidazol-2-one), BrC=C1C2=C(OCC3=C1C=CC=C3)C=C(C=C2)F (11-bromomethylene-3-fluoro-6,11-dihydro-dibenzo[b,e]oxepine), C(=O)([O-])[O-].[Na+].[Na+] (Na2CO3). Reagents/catalysts: C=1C=CC(=CC1)[P](C=2C=CC=CC2)(C=3C=CC=CC3)[Pd]([P](C=4C=CC=CC4)(C=5C=CC=CC5)C=6C=CC=CC6)([P](C=7C=CC=CC7)(C=8C=CC=CC8)C=9C=CC=CC9)[P](C=1C=CC=CC1)(C=1C=CC=CC1)C=1C=CC=CC1 ((Ph3P)4Pd). The solvent is O1CCOCC1 (dioxane). Yields the product FC=1C=CC2=C(OCC3=C(C2=CC2=CC4=C(N(C(N4)=O)CCN4CCOCC4)C=C2)C=CC=C3)C1 (5-(3-fluoro-6H-dibenzo[b,e]oxepin-11-ylidenemethyl)-1-(2-morpholin-4yl-ethyl)-1,3-dihydro-benzoimidazol-2-one). Isolated yield 16.5%. RXN SMILES: [N:1]1([CH2:7][CH2:8][N:9]2[C:13]3[CH:14]=[CH:15][C:16](B4OC(C)(C)C(C)(C)O4)=[CH:17][C:12]=3[NH:11][C:10]2=[O:27])[CH2:6][CH2:5][O:4][CH2:3][CH2:2]1.Br[CH:29]=[C:30]1[C:36]2[CH:37]=[CH:38][CH:39]=[CH:40][C:35]=2[CH2:34][O:33][C:32]2[CH:41]=[C:42]([F:45])[CH:43]=[CH:44][C:31]1=2.C([O-])([O-])=O.[Na+].[Na+]>C1C=CC([P]([Pd]([P](C2C=CC=CC=2)(C2C=CC=CC=2)C2C=CC=CC=2)([P](C2C=CC=CC=2)(C2C=CC=CC=2)C2C=CC=CC=2)[P](C2C=CC=CC=2)(C2C=CC=CC=2)C2C=CC=CC=2)(C2C=CC=CC=2)C2C=CC=CC=2)=CC=1.O1CCOCC1>[F:45][C:42]1[CH:43]=[CH:44][C:31]2[C:30](=[CH:29][C:16]3[CH:15]=[CH:14][C:13]4[N:9]([CH2:8][CH2:7][N:1]5[CH2:2][CH2:3][O:4][CH2:5][CH2:6]5)[C:10](=[O:27])[NH:11][C:12]=4[CH:17]=3)[C:36]3[CH:37]=[CH:38][CH:39]=[CH:40][C:35]=3[CH2:34][O:33][C:32]=2[CH:41]=1 |f:2.3.4,^1:55,57,76,95|. Procedure details: Following procedures essentially as described in Example 219, mix 1-(2-morpholin-4-yl-ethyl)-5-(4,4,5,5-tetramethyl-[1,3,2]dioxaborolan-2-yl)-1,3-dihydro-benzoimidazol-2-one (300 mg, 1.03 mmol), 11-bromomethylene-3-fluoro-6,11-dihydro-dibenzo[b,e]oxepine (E isomer, 330 mg, 1.08 mmol), 2N Na2CO3 (1.4 mL), dioxane (10 mL) and (Ph3P)4Pd (44 mg, 0.038 mmol). Purify the crude product by column chromatography using 40% THF/hexane to yield 80 mg title compound as a pale yellow powder. HPLC (ISO80-10M) ... RXN SMILES: [CH:1]1([C:4]2[CH:13]=[CH:12][CH:11]=[C:10]3[C:5]=2[CH2:6][CH2:7][N:8]2[C:18](=[O:19])[CH2:17][N:16]=[C:15]([N:20]4[CH:24]=[C:23]([CH2:25][OH:26])[N:22]=[CH:21]4)[CH:14]=[C:9]23)[CH2:3][CH2:2]1.CC1(C)C2C=CC=CC=2I([C:37]([F:40])([F:39])[F:38])O1>C(Cl)(Cl)Cl.[Zn](N(S(C(F)(F)F)(=O)=O)S(C(F)(F)F)(=O)=O)N(S(C(F)(F)F)(=O)=O)S(C(F)(F)F)(=O)=O>[CH:1]1([C:4]2[CH:13]=[CH:12][CH:11]=[C:10]3[C:5]=2[CH2:6][CH2:7][N:8]2[C:18](=[O:19])[CH2:17][N:16]=[C:15]([N:20]4[CH:24]=[C:23]([CH2:25][O:26][C:37]([F:40])([F:39])[F:38])[N:22]=[CH:21]4)[CH:14]=[C:9]23)[CH2:3][CH2:2]1. Reactants: CC1(OI(C2=C1C=CC=C2)C(F)(F)F)C (3,3-Dimethyl-1-(trifluoromethyl)-1,2-benziodoxole), C1(CC1)C1=C2CCN3C(C2=CC=C1)=CC(=NCC3=O)N3C=NC(=C3)CO (9-cyclopropyl-2-(4-(hydroxymethyl)-1H-imidazol-1-yl)-7,8-dihydro-[1,4]diazepino[7,1-a]isoquinolin-5(4H)-one), CC1(OI(C2=C1C=CC=C2)C(F)(F)F)C (3,3-Dimethyl-1-(trifluoromethyl)-1,2-benziodoxole). Isolated yield 1.9%. The product is C1(CC1)C1=C2CCN3C(C2=CC=C1)=CC(=NCC3=O)N3C=NC(=C3)COC(F)(F)F (9-cyclopropyl-2-(4-((trifluoromethoxy)methyl)-1H-imidazol-1-yl)-7,8-dihydro-[1,4]diazepino[7,1-a]isoquinolin-5(4H)-one). The reagents and catalysts are [Zn](N(S(=O)(=O)C(F)(F)F)S(=O)(=O)C(F)(F)F)N(S(=O)(=O)C(F)(F)F)S(=O)(=O)C(F)(F)F (Zn(NTf2)2), [Zn](N(S(=O)(=O)C(F)(F)F)S(=O)(=O)C(F)(F)F)N(S(=O)(=O)C(F)(F)F)S(=O)(=O)C(F)(F)F (Zn(NTf2)2). Run in C(Cl)(Cl)Cl (CHCl3). Conditions: time 16 hour. Procedure: A solution of 9-cyclopropyl-2-(4-(hydroxymethyl)-1H-imidazol-1-yl)-7,8-dihydro-[1,4]diazepino[7,1-a]isoquinolin-5(4H)-one (135 mg, 0.38 mmol) in CHCl3 (50 mL) under Ar, was treated with 3,3-Dimethyl-1-(trifluoromethyl)-1,2-benziodoxole (245 mg, 0.78 mmol) and Zn(NTf2)2 (242 mg, 0.39 mmol). The mixture was stirred at RT for 16 h, and then treated again with 3,3-Dimethyl-1-(trifluoromethyl)-1,2-benziodoxole (245 mg, 0.78 mmol) and Zn(NTf2)2 (242 mg, 0.39 mmol). After 24 h, the mixture was poured o... Reaction conditions: temperature 130 celsius, time 8 hour. Yields the product COC=1C=C2C(=CC=NC2=CC1OC)OC1=C(C=C(C(=C1)C)C(C)C)C(C)=O (1-[2-(6,7-Dimethoxy-quinolin-4-yloxy)-5-isopropyl-4-methyl-phenyl]-ethanone). Procedure details: 1-(2-Hydroxy-5-isopropyl-4-methyl-phenyl)-ethanone (13 mg), 4-chloro-6,7-dimethoxyquinoline (30 mg), and 4-dimethylaminopyridine (25 mg) were suspended in o-dichlorobenzene (3 ml) to prepare a suspension which was then stirred at 130° C. overnight. The reaction solution was cooled to room temperature, water was then added to the reaction solution, and the mixture was extracted with ethyl acetate. The ethyl acetate layer was then washed with water and saturated brine and was dried over anhydrous ... The yield is 7.8%. Reactants: OC1=C(C=C(C(=C1)C)C(C)C)C(C)=O (1-(2-Hydroxy-5-isopropyl-4-methyl-phenyl)-ethanone), ClC1=CC=NC2=CC(=C(C=C12)OC)OC (4-chloro-6,7-dimethoxyquinoline), O (water). RXN SMILES: [OH:1][C:2]1[CH:7]=[C:6]([CH3:8])[C:5]([CH:9]([CH3:11])[CH3:10])=[CH:4][C:3]=1[C:12](=[O:14])[CH3:13].Cl[C:16]1[C:25]2[C:20](=[CH:21][C:22]([O:28][CH3:29])=[C:23]([O:26][CH3:27])[CH:24]=2)[N:19]=[CH:18][CH:17]=1.O>CN(C)C1C=CN=CC=1.ClC1C=CC=CC=1Cl>[CH3:27][O:26][C:23]1[CH:24]=[C:25]2[C:20](=[CH:21][C:22]=1[O:28][CH3:29])[N:19]=[CH:18][CH:17]=[C:16]2[O:1][C:2]1[CH:7]=[C:6]([CH3:8])[C:5]([CH:9]([CH3:11])[CH3:10])=[CH:4][C:3]=1[C:12](=[O:14])[CH3:13]. Reagents/catalysts: CN(C1=CC=NC=C1)C (4-dimethylaminopyridine). Solvent: ClC1=C(C=CC=C1)Cl (o-dichlorobenzene). Reactants: C(C)(C)[Mg]Cl (isopropylmagnesium chloride), NaCl ice, FC(CCCOC1=CC=C(C=C1)/C(=C/C(=O)OCC)/C)(F)F ((E)-Ethyl 3-(4-(4,4,4-trifluorobutoxy)phenyl)but-2-enoate), Cl.CNOC (N,O-dimethylhydroxylamine hydrochloride), C(Cl)(Cl)Cl.C(=O)=O (CHCl3 dry ice), [NH4+].[Cl-] (NH4Cl). Run in C1CCOC1 (THF), C1CCOC1 (THF), O (water). Conditions: temperature -61 celsius, time 1.5 hour. Procedure: A solution of Intermediate 11B (2.67 g, 8.44 mmol) and N,O-dimethylhydroxylamine hydrochloride (1.65 g, 16.9 mmol) in anhydrous THF (35 mL) was cooled to −61° C. (CHCl3/dry ice) under an atmosphere of Ar. To this solution was added 0.5 M isopropylmagnesium chloride (16.9 mL, 33.8 mmol) in THF slowly via a syringe. The reaction was stirred at −61° C. for 1.5 h, warmed to −20° C. (sat'd aq NaCl/ice) and stirred for 40 min, then warmed to 0° C. and stirred for 20 min. The reaction was poured into 1... RXN SMILES: [F:1][C:2]([F:22])([F:21])[CH2:3][CH2:4][CH2:5][O:6][C:7]1[CH:12]=[CH:11][C:10](/[C:13](/[CH3:20])=[CH:14]/[C:15]([O:17]CC)=O)=[CH:9][CH:8]=1.Cl.[CH3:24][NH:25][O:26][CH3:27].C(Cl)(Cl)Cl.C(=O)=O.C([Mg]Cl)(C)C.[NH4+].[Cl-]>C1COCC1.O>[CH3:27][O:26][N:25]([CH3:24])[C:15](=[O:17])/[CH:14]=[C:13](/[C:10]1[CH:9]=[CH:8][C:7]([O:6][CH2:5][CH2:4][CH2:3][C:2]([F:1])([F:21])[F:22])=[CH:12][CH:11]=1)\[CH3:20] |f:1.2,3.4,6.7|. The product is CON(C(\C=C(/C)\C1=CC=C(C=C1)OCCCC(F)(F)F)=O)C ((E)-N-Methoxy-N-methyl-3-(4-(4,4,4-trifluorobutoxy)phenyl)but-2-enamide). Yield: 57.9%. The reactants are C(CCC)[Li] (n-Butyllithium), C(C)(C)NC(C)C (diisopropylamine), BrCCCCBr (1,4-dibromobutane), O1C=CC2=C1C=C(C=C2)C(=O)O (benzofuran-6-carboxylic acid). Run in O1CCCC1 (tetrahydrofuran), CN(P(=O)(N(C)C)N(C)C)C (hexamethylphosphoramide). Reaction conditions: temperature 0 celsius, time 6 hour. The product is BrCCCCC=1OC2=C(C1)C=CC(=C2)C(=O)O (2-(4-bromobutyl)benzofuran-6-carboxylic acid). As a reaction SMILES: C([Li])CCC.C(NC(C)C)(C)C.[O:13]1[C:17]2[CH:18]=[C:19]([C:22]([OH:24])=[O:23])[CH:20]=[CH:21][C:16]=2[CH:15]=[CH:14]1.[Br:25][CH2:26][CH2:27][CH2:28][CH2:29]Br>O1CCCC1.CN(C)P(N(C)C)(N(C)C)=O>[Br:25][CH2:26][CH2:27][CH2:28][CH2:29][C:14]1[O:13][C:17]2[CH:18]=[C:19]([C:22]([OH:24])=[O:23])[CH:20]=[CH:21][C:16]=2[CH:15]=1. Reported procedure: n-Butyllithium solution (2.29 M in hexane, 44 ml., 0.1 mole) is added to a solution of diisopropylamine (10.1 g., 0.1 mole) in tetrahydrofuran (150 ml.) and hexamethylphosphoramide (15 ml.). The resulting solution is treated with benzofuran-6-carboxylic acid (8.1 g., 0.05 mole) and then with 1,4-dibromobutane (10.8 g., 0.05 mole) at 0° C. The mixture is stirred at 0° C. for 6 hours. It is then quenched with water, acidified with hydrochloric acid and extracted with ethyl acetate. Evaporation of ... Starting materials: [Na] (sodium), C(C)(=O)OCC1=C(N2C(C(C2SC1)NC(CC=1SC(SC1)=O)=O)=O)C(=O)O (3-acetoxymethyl-2-carboxy-8-oxo-7-[(1,3-dithiol-2-on-4-yl)-acetamido]-5-thia-1-aza-bicyclo[4.2.0]oct-2-ene), [S-]C#N.[K+] (Potassium thiocyanate), C([O-])(O)=O.[Na+] (sodium bicarbonate), C1(=CC=CC=C1)N1N=NNC1=S (1-phenyl-5-thioxo-1,2,3,4-tetrazoline), C(C)(C)OC(C)C (isopropyl ether). RXN SMILES: [Na].C(O[CH2:6][C:7]1[CH2:14][S:13][CH:12]2[N:9]([C:10](=[O:25])[CH:11]2[NH:15][C:16](=[O:24])[CH2:17][C:18]2[S:19][C:20](=[O:23])[S:21][CH:22]=2)[C:8]=1[C:26]([OH:28])=[O:27])(=O)C.[S-]C#N.[K+].C(=O)(O)[O-].[Na+].[C:38]1([N:44]2[C:48](=[S:49])[NH:47][N:46]=[N:45]2)[CH:43]=[CH:42][CH:41]=[CH:40][CH:39]=1.C(OC(C)C)(C)C>O.O1CCCC1>[C:26]([C:8]1[N:9]2[CH:12]([S:13][CH2:14][C:7]=1[CH2:6][S:49][C:48]1[N:44]([C:38]3[CH:43]=[CH:42][CH:41]=[CH:40][CH:39]=3)[N:45]=[N:46][N:47]=1)[CH:11]([NH:15][C:16](=[O:24])[CH2:17][C:18]1[S:19][C:20](=[O:23])[S:21][CH:22]=1)[C:10]2=[O:25])([OH:28])=[O:27] |f:2.3,4.5,^1:0|. Run at temperature 60 celsius. Solvent: O (water), O (water), O1CCCC1 (tetrahydrofuran). Procedure details: The sodium salt of 3-acetoxymethyl-2-carboxy-8-oxo-7-[(1,3-dithiol-2-on-4-yl)-acetamido]-5-thia-1-aza-bicyclo[4.2.0]oct-2-ene (10 g.) is dissolved in water (51 cc.). Potassium thiocyanate (60 g.), sodium bicarbonate (2.24 g.) and 1-phenyl-5-thioxo-1,2,3,4-tetrazoline (4.75 g.) are added to this solution and the mixture is heated to 60° C. for 8 hours. After cooling, the reaction mixture is diluted with water (250 cc.) and washed with ethyl acetate (200 cc.) after acidification to pH 5.5 by addin... The product is C(=O)(O)C=1N2C(C(C2SCC1CSC1=NN=NN1C1=CC=CC=C1)NC(CC=1SC(SC1)=O)=O)=O (2-Carboxy-8-oxo-7-[(1,3-dithiol-2-on-4-yl)-acetamido]-3-[(1-phenyl-1,2,3,4-tetrazol-5-yl)-thiomethyl]- 5-thia-1-aza-bicyclo[4.2.0]oct-2-ene). Yield: 42.4%. Reactants: C(C)(C)(C)OC(=O)N1CCC(CC1)OCC(N)=O (4-carbamoylmethoxypiperidine-1-carboxylic acid tert-butyl ester), COC=1C=CC(=CC1)P2(=S)SP(=S)(S2)C=3C=CC(=CC3)OC (Lawesson's reagent). Solvent: C(OC)COC (dimethoxyethane). The product is C(C)(C)(C)OC(=O)N1CCC(CC1)OCC(N)=S (4-Thiocarbamoylmethoxypiperidine-1-carboxylic acid tert-butyl ester). RXN SMILES: [C:1]([O:5][C:6]([N:8]1[CH2:13][CH2:12][CH:11]([O:14][CH2:15][C:16](=O)[NH2:17])[CH2:10][CH2:9]1)=[O:7])([CH3:4])([CH3:3])[CH3:2].COC1C=CC(P2(SP(C3C=CC(OC)=CC=3)(=S)S2)=[S:28])=CC=1>C(COC)OC>[C:1]([O:5][C:6]([N:8]1[CH2:13][CH2:12][CH:11]([O:14][CH2:15][C:16](=[S:28])[NH2:17])[CH2:10][CH2:9]1)=[O:7])([CH3:4])([CH3:3])[CH3:2]. Reported procedure: A solution of 4-carbamoylmethoxypiperidine-1-carboxylic acid tert-butyl ester (Preparation 13, 67.5 mg, 260 μmol) and Lawesson's reagent (116 mg, 287 μmol) in dimethoxyethane (1.5 ml) was stirred at rt for 24 h. The solvent was evaporated and the residue purified by flash chromatography (5% MeOH in CH2Cl2) to afford the title compound: δH (CDCl3) 1.50 (9H, s), 1.55-1.63 (2H, m), 1.88-1.95 (2H, m), 3.12 (2H, ddd), 3.59-3.66 (1H, m), 3.79-3.87 (2H, m), 4.40, (2H, s), 7.65 (1H, bs), 8.04 (1H, bs). Reactants: CC(C)(C)C(=O)Oc3ccc2ccc(n1cccn1)cc2c3 (substrate), O=C=O (effective_coupling_partner). Reagents/catalysts: dppf. Reaction conditions: temperature 80 celsius, time 48 hour. Yields the product O=C(O)c3ccc2ccc(n1cccn1)cc2c3. Starting materials: [OH-].[Na+] (sodium hydroxide), Cl (hydrochloric acid), C1OC=2C=C(C=CC2O1)C=CC=CC(=O)OCC (ethyl 5-(3,4-methylenedioxyphenyl)-2,4-pentadienoate), O (Water). Run in O.CO (water methanol), CO (methanol). The product is C1OC=2C=C(C=CC2O1)C=CC=CC(=O)O (5-(3,4-methylenedioxyphenyl)-2,4-pentadienic acid). The yield is 90.9%. As a reaction SMILES: [CH2:1]1[O:9][C:8]2[CH:7]=[CH:6][C:5]([CH:10]=[CH:11][CH:12]=[CH:13][C:14]([O:16]CC)=[O:15])=[CH:4][C:3]=2[O:2]1.[OH-].[Na+].O.Cl>CO.O.CO>[CH2:1]1[O:9][C:8]2[CH:7]=[CH:6][C:5]([CH:10]=[CH:11][CH:12]=[CH:13][C:14]([OH:16])=[O:15])=[CH:4][C:3]=2[O:2]1 |f:1.2,6.7|. Procedure: To a solution of 6.8 g (27.6 mmol) of the ester compound prepared above in methanol (20 ml) was added in an argon atmosphere a solution of 11.0 g (275 mmol) of sodium hydroxide in water - methanol (1 : 6, 280 ml). The mixture was reacted at room temperature for 4.5 hours. Water was added to the reaction solution, followed by adjustment of the pH with 6N-hydrochloric acid to 3. Crystals then precipitated were isolated by filtration. There was obtained 5.478 g (25.1 mmol) of 5-(3,4-methylenedioxyp...